Dataset: the Open Reaction Database (ORD), a public repository of structured organic reaction records. Task: describe an organic reaction: reactants, conditions, products, and yield Starting materials: [H-].[Na+] (sodium hydride), [I-].BrC1=C(CC[P+](C2=CC=CC=C2)(C2=CC=CC=C2)C2=CC=CC=C2)C=CC=C1 ((2-bromophenethyl)triphenylphosphonium iodide), C(C=C)OC1(CCN(CC1)C1=C(C(=NC=2N1N=C(C2)C=O)C)[C@@H](C(=O)OCC)OC(C)(C)C)C ((S)-ethyl 2-(7-(4-(allyloxy)-4-methylpiperidin-1-yl)-2-formyl-5-methylpyrazolo[1,5-a]pyrimidin-6-yl)-2-(tert-butoxy)acetate). The solvent is C1CCOC1 (THF), C1CCOC1 (THF). Reaction conditions: time 45 minute. Product: C(C=C)OC1(CCN(CC1)C1=C(C(=NC=2N1N=C(C2)C=CCC2=C(C=CC=C2)Br)C)[C@@H](C(=O)OCC)OC(C)(C)C)C ((S)-Ethyl 2-(7-(4-(allyloxy)-4-methylpiperidin-1-yl)-2-(3-(2-bromophenyl)prop-1-en-1-yl)-5-methylpyrazolo[1,5-a]pyrimidin-6-yl)-2-(tert-butoxy)acetate). Isolated yield 56.6%. RXN SMILES: [I-].[Br:2][C:3]1[CH:29]=[CH:28][CH:27]=[CH:26][C:4]=1[CH2:5][CH2:6][P+](C1C=CC=CC=1)(C1C=CC=CC=1)C1C=CC=CC=1.[H-].[Na+].[CH2:32]([O:35][C:36]1([CH3:65])[CH2:41][CH2:40][N:39]([C:42]2[N:47]3[N:48]=[C:49]([CH:51]=O)[CH:50]=[C:46]3[N:45]=[C:44]([CH3:53])[C:43]=2[C@H:54]([O:60][C:61]([CH3:64])([CH3:63])[CH3:62])[C:55]([O:57][CH2:58][CH3:59])=[O:56])[CH2:38][CH2:37]1)[CH:33]=[CH2:34]>C1COCC1>[CH2:32]([O:35][C:36]1([CH3:65])[CH2:37][CH2:38][N:39]([C:42]2[N:47]3[N:48]=[C:49]([CH:51]=[CH:6][CH2:5][C:4]4[CH:26]=[CH:27][CH:28]=[CH:29][C:3]=4[Br:2])[CH:50]=[C:46]3[N:45]=[C:44]([CH3:53])[C:43]=2[C@H:54]([O:60][C:61]([CH3:64])([CH3:63])[CH3:62])[C:55]([O:57][CH2:58][CH3:59])=[O:56])[CH2:40][CH2:41]1)[CH:33]=[CH2:34] |f:0.1,2.3|. Procedure details: To a suspension of (2-bromophenethyl)triphenylphosphonium iodide (0.121 g, 0.212 mmol) in THF (1 ml) at 0° C. was added sodium hydride (8.68 mg, 0.217 mmol) and the resulting mixture was stirred at rt for 45 min. The mixture was cooled to −78° C. and (S)-ethyl 2-(7-(4-(allyloxy)-4-methylpiperidin-1-yl)-2-formyl-5-methylpyrazolo[1,5-a]pyrimidin-6-yl)-2-(tert-butoxy)acetate (0.050 g, 0.106 mmol) dissolved in THF (1 ml) was added dropwise and the mixture was stirred at −78° C. for 1 h then warmed t...